Dataset: the Open Reaction Database (ORD), a public repository of structured organic reaction records. Task: describe an organic reaction: reactants, conditions, products, and yield The reactants are BrC=1C=C(C=CC1)CO (3-bromophenylmethanol), BrC=1C=C(C=CC1)CO (3-bromophenyl-methanol), crude product, C1(=CC=CC=C1)B(O)O (phenylboronic acid), C([O-])([O-])=O.[Na+].[Na+] (sodium carbonate). Reagents/catalysts: C=1C=CC(=CC1)[P](C=2C=CC=CC2)(C=3C=CC=CC3)[Pd]([P](C=4C=CC=CC4)(C=5C=CC=CC5)C=6C=CC=CC6)([P](C=7C=CC=CC7)(C=8C=CC=CC8)C=9C=CC=CC9)[P](C=1C=CC=CC1)(C=1C=CC=CC1)C=1C=CC=CC1 (tetrakis(triphenylphosphine)palladium(0)). Solvent: C1(=CC=CC=C1)C (toluene). The product is C1(=CC=CC=C1)C=1C=C(C=CC1)CO (3-phenylphenylmethanol). Yield: 129.7%. Reaction SMILES: Br[C:2]1[CH:3]=[C:4]([CH2:8][OH:9])[CH:5]=[CH:6][CH:7]=1.[C:10]1(B(O)O)[CH:15]=[CH:14][CH:13]=[CH:12][CH:11]=1.C(=O)([O-])[O-].[Na+].[Na+]>C1(C)C=CC=CC=1.C1C=CC([P]([Pd]([P](C2C=CC=CC=2)(C2C=CC=CC=2)C2C=CC=CC=2)([P](C2C=CC=CC=2)(C2C=CC=CC=2)C2C=CC=CC=2)[P](C2C=CC=CC=2)(C2C=CC=CC=2)C2C=CC=CC=2)(C2C=CC=CC=2)C2C=CC=CC=2)=CC=1>[C:10]1([C:2]2[CH:3]=[C:4]([CH2:8][OH:9])[CH:5]=[CH:6][CH:7]=2)[CH:15]=[CH:14][CH:13]=[CH:12][CH:11]=1 |f:2.3.4,^1:35,37,56,75|. Procedure: This compound was prepared in a manner analogous to that of Example 4, Step B, using 10.0 grams (0.054 mole) of 3-bromophenyl-methanol, 7.2 grams (0.059 mole) of phenylboronic acid, 0.25 gram (catalyst) of tetrakis(triphenylphosphine)palladium(0), and 66 mL (0.135 mole) of aqueous 2M sodium carbonate in 50 mL of toluene. The crude product from this reaction was combined with a previous smaller run conducted on 4.6 grams (0.020 mole) of 3-bromophenylmethanol. The combination was subjected to colu... The reactants are FC(F)(F)c1cc(Cl)nc(-c2ccccn2)n1, Cc1cc(O)c(C)cc1N. Product: Cl, Cc1cc(Nc2cc(C(F)(F)F)nc(-c3ccccn3)n2)c(C)cc1O. Reaction SMILES: [Cl:1][c:2]1[n:3][c:4](-[c:12]2[n:13][cH:14][cH:15][cH:16][cH:17]2)[n:5][c:6]([C:8]([F:9])([F:10])[F:11])[cH:7]1.[NH2:18][c:19]1[cH:20][c:21]([CH3:27])[c:22]([OH:26])[cH:23][c:24]1[CH3:25]>>[ClH:1].[c:2]1([NH:18][c:19]2[cH:20][c:21]([CH3:27])[c:22]([OH:26])[cH:23][c:24]2[CH3:25])[n:3][c:4](-[c:12]2[n:13][cH:14][cH:15][cH:16][cH:17]2)[n:5][c:6]([C:8]([F:9])([F:10])[F:11])[cH:7]1. The reactants are CCO, [Cl-], O=[N+]([O-])c1cc(F)c(Oc2cnc3ccccc3c2)c(Cl)c1, [Fe], [NH4+]. Yields the product Nc1cc(F)c(Oc2cnc3ccccc3c2)c(Cl)c1. RXN SMILES: [CH3:25][CH2:26][OH:27].[Cl-:23].[Cl:1][c:2]1[cH:3][c:4]([N+:20]([O-:21])=[O:22])[cH:5][c:6]([F:19])[c:7]1[O:8][c:9]1[cH:10][n:11][c:12]2[cH:13][cH:14][cH:15][cH:16][c:17]2[cH:18]1.[Fe:28].[NH4+:24]>>[Cl:1][c:2]1[cH:3][c:4]([NH2:20])[cH:5][c:6]([F:19])[c:7]1[O:8][c:9]1[cH:10][n:11][c:12]2[cH:13][cH:14][cH:15][cH:16][c:17]2[cH:18]1. The reactants are CC(Cl)c1cccnc1, C=CCOc1cn(-c2ccccc2)nc1C(=O)O. The reagents and catalysts are O=C([O-])[O-].[Cs+].[Cs+] (cesium carbonate), [I-].[K+] (potassium iodide). Solvent: CN(C)C=O (DMF), CN(C)C=O (dmf), CN(C)C=O (DMF). Run at temperature 70 celsius, time 16 hour. Product: C=CCOc1cn(-c2ccccc2)nc1C(=O)OC(C)c1cccnc1. Starting materials: C(C)(C)(C)OC(=O)N1C(=NC2=C1C=CC=C2)NC2CCN(CC2)C(=O)OC(C)(C)C ((1-(t-butoxycarbonyl)-1H-benzimidazol-2-yl)(1-(t-butoxycarbonyl)piperidin-4-yl)amine), aqueous solution, O1CCCC1.O (tetrahydrofuran water), aqueous solution, [OH-].[Na+] (sodium hydroxide), Cl (hydrochloric acid). Run in O (water). Run at time 18 hour. Product: N1C(=NC2=C1C=CC=C2)NC2CCN(CC2)C(=O)OC(C)(C)C ((1H-benzimidazol-2-yl)(1-(t-butoxycarbonyl)piperidin-4-yl)amine). RXN SMILES: C(OC([N:8]1[C:12]2[CH:13]=[CH:14][CH:15]=[CH:16][C:11]=2[N:10]=[C:9]1[NH:17][CH:18]1[CH2:23][CH2:22][N:21]([C:24]([O:26][C:27]([CH3:30])([CH3:29])[CH3:28])=[O:25])[CH2:20][CH2:19]1)=O)(C)(C)C.O1CCCC1.O.[OH-].[Na+].Cl>O>[NH:8]1[C:12]2[CH:13]=[CH:14][CH:15]=[CH:16][C:11]=2[N:10]=[C:9]1[NH:17][CH:18]1[CH2:23][CH2:22][N:21]([C:24]([O:26][C:27]([CH3:30])([CH3:29])[CH3:28])=[O:25])[CH2:20][CH2:19]1 |f:1.2,3.4|. Reported procedure: Combine (1-(t-butoxycarbonyl)-1H-benzimidazol-2-yl)(1-(t-butoxycarbonyl)piperidin-4-yl)amine (3.2 g, 7.7 mmol), tetrahydrofuran/water (200 mL/200 mL). Add a 1 M aqueous solution of sodium hydroxide (8.4 mL, 8.4 mmol). Heat to reflux. After 18 hours, concentrate the reaction mixture in vacuo to form a solid. Dillute with water, adjust the pH to about 7 using a 1 M aqueous solution of hydrochloric acid, collect the solid by filtration, and dry to give (1H-benzimidazol-2-yl)(1-(t-butoxycarbonyl)pip... Reactants: CC1(OB(OC1(C)C)C1=CC=C(C=C1)N)C (4-(4,4,5,5-tetramethyl-[1,3,2]dioxaborolan-2-yl)-phenylamine), C(C)(C)(C)OC(=O)N1CCC(=CC1)OS(=O)(=O)C(F)(F)F (4-trifluoromethanesulfonyloxy-3,6-dihydro-2H-pyridine-1-carboxylic acid tert-butyl ester). RXN SMILES: CC1(C)C(C)(C)OB([C:9]2[CH:14]=[CH:13][C:12]([NH2:15])=[CH:11][CH:10]=2)O1.[C:17]([O:21][C:22]([N:24]1[CH2:29][CH:28]=[C:27](OS(C(F)(F)F)(=O)=O)[CH2:26][CH2:25]1)=[O:23])([CH3:20])([CH3:19])[CH3:18]>>[C:17]([O:21][C:22]([N:24]1[CH2:25][CH:26]=[C:27]([C:9]2[CH:10]=[CH:11][C:12]([NH2:15])=[CH:13][CH:14]=2)[CH2:28][CH2:29]1)=[O:23])([CH3:20])([CH3:18])[CH3:19]. Procedure details: The title compound was prepared by Suzuki coupling of 4-(4,4,5,5-tetramethyl-[1,3,2]dioxaborolan-2-yl)-phenylamine with 4-trifluoromethanesulfonyloxy-3,6-dihydro-2H-pyridine-1-carboxylic acid tert-butyl ester (Synthesis, 993, (1991)) according to the procedure in Example 35, step (b). Mass spectrum (ESI, m/z): Calcd. for C16H22N2O2, 275.2 (M+H). found 275.1. Product: C(C)(C)(C)OC(=O)N1CCC(=CC1)C1=CC=C(C=C1)N (4-(4-Amino-phenyl)-3,6-dihydro-2H-pyridine-1-carboxylic acid tert-butyl ester). Reactants: C1(=CC=CC=C1)C=1N=CC(=NC1C1=CC=CC=C1)C(=O)OC (Methyl 5,6-Diphenyl-pyrazine-2-carboxylate), CNCCNC (DMEDA), C1(=CC=CC=C1)C=1N=CC(=NC1C1=CC=CC=C1)C(=O)OC (Methyl 5,6-Diphenyl-pyrazine-2-carboxylate), C[Al](C)C (Me3Al). Solvent: C1(=CC=CC=C1)C (toluene). Yields the product C1(=CC=CC=C1)C=1N=CC(=NC1C1=CC=CC=C1)C(C)=O (1-(5,6-Diphenyl-pyrazin-2-yl)-ethanone). RXN SMILES: [C:1]1([C:7]2[N:8]=[CH:9][C:10]([C:19]([O:21]C)=O)=[N:11][C:12]=2[C:13]2[CH:18]=[CH:17][CH:16]=[CH:15][CH:14]=2)[CH:6]=[CH:5][CH:4]=[CH:3][CH:2]=1.[CH3:23][Al](C)C.CNCCNC>C1(C)C=CC=CC=1>[C:1]1([C:7]2[N:8]=[CH:9][C:10]([C:19](=[O:21])[CH3:23])=[N:11][C:12]=2[C:13]2[CH:18]=[CH:17][CH:16]=[CH:15][CH:14]=2)[CH:2]=[CH:3][CH:4]=[CH:5][CH:6]=1. Procedure: Following General Procedure O, methyl 5,6-diphenyl-pyrazine-2-carboxylate (Compound 93, 83 mg, 0.29 mmol), Me3Al (0.4 ml, 2M in toluene), DMEDA (28 mg, 0.32 mmol) in toluene was reacted to afford the title compound. The reactants are ClC=1C=C(C(=O)OO)C=CC1 (meta-chloroperoxybenzoic acid), ClC1=C(C(=CC=C1)CSC)NC(C(F)(F)F)=O (N-(2-Chloro-6-methylsulfanylmethyl-phenyl)-2,2,2-trifluoro-acetamide), [O-2].[Al+3].[O-2].[O-2].[Al+3] (aluminum oxide). Solvent: C(Cl)Cl (methylene chloride). The product is ClC1=C(C(=CC=C1)CS(=O)(=O)C)NC(C(F)(F)F)=O (N-(2-Chloro-6-methanesulfonylmethyl-phenyl)-2,2,2-trifluoro-acetamide). RXN SMILES: [Cl:1][C:2]1[CH:7]=[CH:6][CH:5]=[C:4]([CH2:8][S:9][CH3:10])[C:3]=1[NH:11][C:12](=[O:17])[C:13]([F:16])([F:15])[F:14].ClC1C=C(C=CC=1)C(OO)=O.[O-2:29].[Al+3].[O-2:31].[O-2].[Al+3]>C(Cl)Cl>[Cl:1][C:2]1[CH:7]=[CH:6][CH:5]=[C:4]([CH2:8][S:9]([CH3:10])(=[O:31])=[O:29])[C:3]=1[NH:11][C:12](=[O:17])[C:13]([F:15])([F:16])[F:14] |f:2.3.4.5.6|. Reported procedure: The crude solid N-(2-chloro-6-methylsulfanylmethyl-phenyl)-2,2,2-trifluoro-acetamide from Step 2 was redissolved in methylene chloride (300 ml) and treated at 0° C. with meta-chloroperoxybenzoic acid (39.88 g, 0.177 mole) in portions with stirring. After 90 minutes the entire reaction mixture was poured onto a column of deactivated aluminum oxide (6% water) and the product was washed free of the acid by eluting with 1:1 ethyl acetate:hexane to afford 22.28 g of N-(2-Chloro-6-methanesulfonylmethy... Reactants: O=C1C=CCCC1, CCOC(=O)CC(=O)OCC, CC(C)=O. The product is CCOC(=O)C(C(=O)OCC)C1CCCC(=O)C1. As a reaction SMILES: [C:1]1(=[O:7])[CH:2]=[CH:3][CH2:4][CH2:5][CH2:6]1.[C:8]([CH2:9][C:10](=[O:11])[O:12][CH2:13][CH3:14])(=[O:15])[O:16][CH2:17][CH3:18].[CH3:19][C:20](=[O:21])[CH3:22]>>[C:1]1(=[O:7])[CH2:2][CH:3]([CH:9]([C:8](=[O:15])[O:16][CH2:17][CH3:18])[C:10](=[O:11])[O:12][CH2:13][CH3:14])[CH2:4][CH2:5][CH2:6]1. The reactants are C=CCC1(C)CC(c2cccc(Cl)c2)C(c2ccc(Cl)cc2)N(C(CC)CO)C1=O, NS(=O)(=O)C1CCC1. The product is C=CCC1(C)CC(c2cccc(Cl)c2)C(c2ccc(Cl)cc2)N(C(CC)CNS(=O)(=O)C2CCC2)C1=O. RXN SMILES: [CH2:1]([CH:2]=[CH2:3])[C:4]1([CH3:30])[C:5](=[O:29])[N:6]([CH:24]([CH2:25][OH:26])[CH2:27][CH3:28])[CH:7]([c:17]2[cH:18][cH:19][c:20]([Cl:23])[cH:21][cH:22]2)[CH:8]([c:10]2[cH:11][c:12]([Cl:16])[cH:13][cH:14][cH:15]2)[CH2:9]1.[CH:31]1([S:35](=[O:36])(=[O:37])[NH2:38])[CH2:32][CH2:33][CH2:34]1>>[CH2:1]([CH:2]=[CH2:3])[C:4]1([CH3:30])[C:5](=[O:29])[N:6]([CH:24]([CH2:25][NH:38][S:35]([CH:31]2[CH2:32][CH2:33][CH2:34]2)(=[O:36])=[O:37])[CH2:27][CH3:28])[CH:7]([c:17]2[cH:18][cH:19][c:20]([Cl:23])[cH:21][cH:22]2)[CH:8]([c:10]2[cH:11][c:12]([Cl:16])[cH:13][cH:14][cH:15]2)[CH2:9]1.